From a dataset of the Open Reaction Database (ORD), a public repository of structured organic reaction records. describe an organic reaction: reactants, conditions, products, and yield RXN SMILES: FC(F)(F)C(O)=O.[CH2:8]([O:12][C:13]1[N:21]=[C:20]2[C:16]([N:17]=[C:18]([O:22][CH3:23])[NH:19]2)=[C:15]([NH2:24])[N:14]=1)[CH2:9][CH2:10][CH3:11].C(=O)([O-])[O-].[K+].[K+].CS(O[CH2:36][CH2:37][CH:38]1[CH2:43][CH2:42][CH2:41][O:40][CH2:39]1)(=O)=O.O>CN(C)C=O>[CH2:8]([O:12][C:13]1[N:21]=[C:20]2[C:16]([N:17]=[C:18]([O:22][CH3:23])[N:19]2[CH2:36][CH2:37][CH:38]2[CH2:43][CH2:42][CH2:41][O:40][CH2:39]2)=[C:15]([NH2:24])[N:14]=1)[CH2:9][CH2:10][CH3:11] |f:0.1,2.3.4|. Yields the product C(CCC)OC1=NC(=C2N=C(N(C2=N1)CCC1COCCC1)OC)N (2-Butoxy-8-methoxy-9-[2-(tetrahydro-2H-pyran-3-yl)ethyl]-9H-purin-6-amine). Procedure details: A stirring mixture of 2-butoxy-8-methoxy-9H-purin-6-amine trifluoroacetate salt (200 mg) and potassium carbonate (236 mg) in dry N,N-dimethylformamide (2 ml) was heated with stirring at 60° C. for 1 h. 2-(Tetrahydro-2H-pyran-3-yl)ethyl methanesulfonate (142 mg) was added and the stirring mixture heated at 60° C. for 3 h. Water was added and the mixture extracted three times with ethyl acetate. The combined extracts were washed with water then brine, dried by passing through a phase separation ca... Reactants: O (Water), FC(C(=O)O)(F)F.C(CCC)OC1=NC(=C2N=C(NC2=N1)OC)N (2-butoxy-8-methoxy-9H-purin-6-amine trifluoroacetate salt), C([O-])([O-])=O.[K+].[K+] (potassium carbonate), CS(=O)(=O)OCCC1COCCC1 (2-(Tetrahydro-2H-pyran-3-yl)ethyl methanesulfonate). Run in CN(C=O)C (N,N-dimethylformamide). Run at temperature 60 celsius, time 1 hour. The reactants are C(CCCCC)OC1=C(C(=O)C=2C=C(C(=O)OCCCCCC)C=CC2)C=CC(=C1)C (hexyl 3-(2-n-hexyloxy-4-methylbenzoyl)benzoate), [OH-].[Na+] (sodium hydroxide). The solvent is O (water). Yields the product C(CCCCC)OC1=C(C(=O)C=2C=C(C(=O)O)C=CC2)C=CC(=C1)C (3-(2-n-hexyloxy-4-methylbenzoyl)benzoic acid). Reaction SMILES: [CH2:1]([O:7][C:8]1[CH:30]=[C:29]([CH3:31])[CH:28]=[CH:27][C:9]=1[C:10]([C:12]1[CH:13]=[C:14]([CH:24]=[CH:25][CH:26]=1)[C:15]([O:17]CCCCCC)=[O:16])=[O:11])[CH2:2][CH2:3][CH2:4][CH2:5][CH3:6].[OH-].[Na+]>O>[CH2:1]([O:7][C:8]1[CH:30]=[C:29]([CH3:31])[CH:28]=[CH:27][C:9]=1[C:10]([C:12]1[CH:13]=[C:14]([CH:24]=[CH:25][CH:26]=1)[C:15]([OH:17])=[O:16])=[O:11])[CH2:2][CH2:3][CH2:4][CH2:5][CH3:6] |f:1.2|. Procedure: mixture of 3-(2-hydroxy-4-methylbenzoyl)benzoic acid (2.97 g), 2N sodium hydroxide (12.8 ml), and ethanol (25 ml) is heated under reflux for 15 minutes. Then, 1-bromohexane (4.21 g) is added to the cooled solution and the resulting mixture refluxed for 48 hours. The cooled mixture is diluted with water (100 ml) and extracted with ether (3×75 ml). The ether extracts are dried over magnesium sulfate and concentrated in vacuo to yield hexyl 3-(2-n-hexyloxy-4-methylbenzoyl)benzoate (4.56 g) as a dar... Conditions: temperature 0 celsius, time 4 day. Reported procedure: A solution of (6-hydroxy-2-oxo-1,2,3,4-tetrahydro-quinolin-3-yl)-acetic acid ethyl ester (2.0 g, 8.0 mmol) in N,N-dimethylformamide (16 mL) was treated with a solution of sodium ethoxide (21 wt %) in ethanol (3.0 mL, 8.0 mmol) at rt and after 15 min, (3-bromopropyl)-carbamic acid tert-butyl ester (1.9 g, 8.0 mmol) was added. After 4 days, the solution was treated with water (75 mL) and the resulting gum was briefly heated, then cooled to 0° C. The precipitated solid was triturated for 6 h, to gi... The solvent is CN(C=O)C (N,N-dimethylformamide), O (water), C(Cl)(Cl)Cl (CHCl3), CO (MeOH), C(Cl)(Cl)Cl (CHCl3). RXN SMILES: [CH2:1]([O:3][C:4](=[O:18])[CH2:5][CH:6]1[CH2:15][C:14]2[C:9](=[CH:10][CH:11]=[C:12]([OH:16])[CH:13]=2)[NH:8][C:7]1=[O:17])[CH3:2].[O-]CC.[Na+].C(O)C.[C:26]([O:30][C:31](=[O:37])[NH:32][CH2:33][CH2:34][CH2:35]Br)([CH3:29])([CH3:28])[CH3:27]>CN(C)C=O.C(Cl)(Cl)Cl.CO.O>[CH2:1]([O:3][C:4](=[O:18])[CH2:5][CH:6]1[CH2:15][C:14]2[C:9](=[CH:10][CH:11]=[C:12]([O:16][CH2:35][CH2:34][CH2:33][NH:32][C:31]([O:30][C:26]([CH3:27])([CH3:29])[CH3:28])=[O:37])[CH:13]=2)[NH:8][C:7]1=[O:17])[CH3:2] |f:1.2|. Isolated yield 80.0%. Starting materials: C(C)OC(CC1C(NC2=CC=C(C=C2C1)O)=O)=O ((6-hydroxy-2-oxo-1,2,3,4-tetrahydro-quinolin-3-yl)-acetic acid ethyl ester), [O-]CC.[Na+] (sodium ethoxide), C(C)O (ethanol), C(C)(C)(C)OC(NCCCBr)=O ((3-bromopropyl)-carbamic acid tert-butyl ester). Product: C(C)OC(CC1C(NC2=CC=C(C=C2C1)OCCCNC(=O)OC(C)(C)C)=O)=O ([6-(3-tert-Butoxycarbonylamino-propoxy)-2-oxo-1,2,3,4-tetrahydro-quinolin-3-yl]-acetic acid ethyl ester). Reactants: CC1=C(C=CC=C1C)NC(C=NO)=O (N-(2,3-Dimethyl-phenyl)-2-hydroxyimino-acetamide), CS(=O)(=O)O (CH3SO3H). The product is N1C(=O)C(=O)C2=CC=CC=C12 (isatin), 4. The yield is 70.0%. RXN SMILES: C[C:2]1[C:7](C)=[CH:6][CH:5]=[CH:4][C:3]=1[NH:9][C:10](=[O:14])[CH:11]=NO.CS(O)(=O)=[O:17]>>[NH:9]1[C:3]2[C:4](=[CH:5][CH:6]=[CH:7][CH:2]=2)[C:11](=[O:17])[C:10]1=[O:14]. Reported procedure: Intermediate 3 (20 g, 0.1 mol) was added in small portions, with stirring, to 80 mL CH3SO3H at 70° C.-80° C. in one hour. After the addition was complete it was left at the same temperature for 15 more minutes and was then poured onto crushed ice in a beaker. Additional ice was added until the outside of the beaker felt cold to the touch. The precipitate was then collected and dissolved in 1N aqueous NaOH. Neutralization with acetic acid precipitated impurities which were removed by filtration, ... Reactants: CN(C)C=O (DMF), C1(=CC=CC=C1)N=C(C=COC1=CC=CC=C1)OC1=CC=CC=C1 (phenyl N-phenyl-3-phenoxyacrylimidate), [Na] (sodium), C(C)S (ethyl mercaptan). Run in C(C)(=O)OCC (Ethyl acetate). Conditions: time 3 hour. Product: C1(=CC=CC=C1)N=C(C=CSCC)OCC (ethyl N-phenyl-3-(ethylthio)acrylimidate). The yield is 62.5%. As a reaction SMILES: CN(C=O)C.[C:6]1([N:12]=[C:13]([O:23][C:24]2[CH:29]=CC=CC=2)[CH:14]=[CH:15]OC2C=CC=CC=2)[CH:11]=[CH:10][CH:9]=[CH:8][CH:7]=1.[Na].[CH2:31]([SH:33])[CH3:32]>C(OCC)(=O)C>[C:6]1([N:12]=[C:13]([O:23][CH2:24][CH3:29])[CH:14]=[CH:15][S:33][CH2:31][CH3:32])[CH:7]=[CH:8][CH:9]=[CH:10][CH:11]=1 |^1:29|. Procedure details: To DMF (5 ml) solution of phenyl N-phenyl-3-phenoxyacrylimidate (0.30 g) was added sodium salt of ethyl mercaptan (0.10 g) under ice-cooling, and stirred for three hours at the same temperature. Ethyl acetate (80 ml) was added to the reaction solution, and it was successively washed with water and aqueous saturated sodium chloride solution, dried over anhydrous magnesium sulfate and concentrated under reduced pressure. DMF (5 ml) and sodium salt of ethyl mercaptan (0.1 g) were added to the resid... The reactants are P(=O)(OC1=CC=CC=C1)(OC1=CC=CC=C1)N=[N+]=[N-] (diphenyl azidophosphate), N12CCCCCC2=NCCC1 (1,8-diazabicyclo[5.4.0]undec-7-ene), COC1=CC=C(CN(C2=NC(=NC(=N2)C)C=2C=C(C=NC2NC=2C=NC(=C(C2)F)OC)C(C)O)CC2=CC=C(C=C2)OC)C=C1 (1-(5-(4-(bis(4-methoxybenzyl)amino)-6-methyl-1,3,5-triazin-2-yl)-6-(5-fluoro-6-methoxypyridin-3-ylamino)pyridin-3-yl)ethanol). Solvent: CCOC(=O)C (EtOAc), C1(=CC=CC=C1)C (toluene). Run at time 16 hour. Yields the product N(=[N+]=[N-])C(C)C=1C=C(C(=NC1)NC=1C=NC(=C(C1)F)OC)C1=NC(=NC(=N1)C)N(CC1=CC=C(C=C1)OC)CC1=CC=C(C=C1)OC (4-(5-(1-azidoethyl)-2-(5-fluoro-6-methoxypyridin-3-ylamino)pyridin-3-yl)-N,N-bis(4-methoxybenzyl)-6-methyl-1,3,5-triazin-2-amine). Yield: 105.7%. As a reaction SMILES: [CH3:1][O:2][C:3]1[CH:45]=[CH:44][C:6]([CH2:7][N:8]([CH2:35][C:36]2[CH:41]=[CH:40][C:39]([O:42][CH3:43])=[CH:38][CH:37]=2)[C:9]2[N:14]=[C:13]([CH3:15])[N:12]=[C:11]([C:16]3[CH:17]=[C:18]([CH:32](O)[CH3:33])[CH:19]=[N:20][C:21]=3[NH:22][C:23]3[CH:24]=[N:25][C:26]([O:30][CH3:31])=[C:27]([F:29])[CH:28]=3)[N:10]=2)=[CH:5][CH:4]=1.P([N:62]=[N+:63]=[N-:64])(OC1C=CC=CC=1)(OC1C=CC=CC=1)=O.N12CCCN=C1CCCCC2>C1(C)C=CC=CC=1.CCOC(C)=O>[N:62]([CH:32]([C:18]1[CH:17]=[C:16]([C:11]2[N:12]=[C:13]([CH3:15])[N:14]=[C:9]([N:8]([CH2:7][C:6]3[CH:44]=[CH:45][C:3]([O:2][CH3:1])=[CH:4][CH:5]=3)[CH2:35][C:36]3[CH:37]=[CH:38][C:39]([O:42][CH3:43])=[CH:40][CH:41]=3)[N:10]=2)[C:21]([NH:22][C:23]2[CH:24]=[N:25][C:26]([O:30][CH3:31])=[C:27]([F:29])[CH:28]=2)=[N:20][CH:19]=1)[CH3:33])=[N+:63]=[N-:64]. Reported procedure: A glass microwave reaction vessel was charged with 1-(5-(4-(bis(4-methoxybenzyl)amino)-6-methyl-1,3,5-triazin-2-yl)-6-(5-fluoro-6-methoxypyridin-3-ylamino)pyridin-3-yl)ethanol (0.9 g, 1.635 mmol) in toluene (15 mL). The tube was sealed under inert atmosphere. To this suspension, diphenyl azidophosphate (0.9 mL, 4.2 mmol) and 1,8-diazabicyclo[5.4.0]undec-7-ene (0.64 mL, 4.3 mmol) were mixed, the solution was stirred for 16 h. The mixture was diluted with EtOAc, washed by saturated NH4Cl and brine...